This data is from the Open Reaction Database (ORD), a public repository of structured organic reaction records. The task is: describe an organic reaction: reactants, conditions, products, and yield Starting materials: ClC(=O)OC (methyl chloroformate), CC([C@@H](C(=O)O)NC)C ((2S)-3-Methyl-2-methylamino-butanoic acid), [OH-].[Na+] (sodium hydroxide), C([O-])([O-])=O.[Na+].[Na+] (sodium carbonate). Reaction conditions: time 4 hour. Yields the product COC(=O)N([C@H](C(=O)O)C(C)C)C ((2S)-2-[methoxycarbonyl(methyl)amino]-3-methyl-butanoic acid). Isolated yield 71.0%. As a reaction SMILES: [CH3:1][CH:2]([CH3:9])[C@H:3]([NH:7][CH3:8])[C:4]([OH:6])=[O:5].[OH-].[Na+].C(=O)([O-])[O-].[Na+].[Na+].Cl[C:19]([O:21][CH3:22])=[O:20]>>[CH3:22][O:21][C:19]([N:7]([CH3:8])[C@@H:3]([CH:2]([CH3:9])[CH3:1])[C:4]([OH:6])=[O:5])=[O:20] |f:1.2,3.4.5|. Procedure: (2S)-3-Methyl-2-methylamino-butanoic acid (5 g, 38.12 mmol) is added to a stirring solution of sodium hydroxide (76.2 mL of 1 M, 76.24 mmol). After complete dissolution, sodium carbonate (2.1 g, 19.82 mmol) is added followed by methyl chloroformate (3.18 mL, 41.17 mmol) at 0° C. over 40 minutes. The reaction mixture is stirred at rt for 4 hours, and then washed with diethyl ether (2×75 ml). The aqueous layer is cooled to 0° C., acidified to pH 1-2 and extracted with CH2Cl2. The organic phase is ... Starting materials: C(C)(=O)NC1(C=2N(C=3C=CC=CC13)CCCN2)C2=CC(=CC=C2)Cl (10-Acetamido-10-(3-chlorophenyl)-2,3,4,10-tetrahydropyrimido[1,2-a]indole). The solvent is Cl (hydrochloric acid), O (H2O). Conditions: time 2 hour. Yields the product NC1(C=2N(C=3C=CC=CC13)CCCN2)C2=CC(=CC=C2)Cl (10-Amino-10-(3-chlorophenyl)-2,3,4,10-tetrahydropyrimido[1,2-a]indole). Yield: 84.2%. RXN SMILES: C([NH:4][C:5]1([C:18]2[CH:23]=[CH:22][CH:21]=[C:20]([Cl:24])[CH:19]=2)[C:13]2[CH:12]=[CH:11][CH:10]=[CH:9][C:8]=2[N:7]2[CH2:14][CH2:15][CH2:16][N:17]=[C:6]12)(=O)C>Cl.O>[NH2:4][C:5]1([C:18]2[CH:23]=[CH:22][CH:21]=[C:20]([Cl:24])[CH:19]=2)[C:13]2[CH:12]=[CH:11][CH:10]=[CH:9][C:8]=2[N:7]2[CH2:14][CH2:15][CH2:16][N:17]=[C:6]12. Procedure details: A solution of the product of Example 1 (2.48 g) in hydrochloric acid 36% w/w (10 ml) was heated at 120° with stirring for 21/2 hours, cooled to room temperature, diluted with H2O (50 ml), washed with ethyl acetate (3×50 ml), basified with 33% aqueous ammonia and extracted with chloroform (3×100 ml). The extracts were washed with brine (100 ml), dried (MgSO4) and evaporated in vacuo. The oil was dissolved in methanol (10 ml), acidified with ethereal HCl, and evaporated in vacuo to give a solid wh...